This data is from the Open Reaction Database (ORD), a public repository of structured organic reaction records. The task is: describe an organic reaction: reactants, conditions, products, and yield As a reaction SMILES: Cl[C:2]1[C:7]([C:8]([O:10][CH3:11])=[O:9])=[C:6]([CH3:12])[N:5]=[CH:4][CH:3]=1.[Cl:13][C:14]1[C:19]([F:20])=[CH:18][C:17](B2OC(C)(C)C(C)(C)O2)=[C:16]([F:30])[CH:15]=1>>[Cl:13][C:14]1[C:19]([F:20])=[CH:18][C:17]([C:2]2[C:7]([C:8]([O:10][CH3:11])=[O:9])=[C:6]([CH3:12])[N:5]=[CH:4][CH:3]=2)=[C:16]([F:30])[CH:15]=1. Yield: 24.0%. The product is ClC1=CC(=C(C=C1F)C1=CC=NC(=C1C(=O)OC)C)F (methyl 4-(4-chloro-2,5-difluorophenyl)-2-methylnicotinate). Reported procedure: Prepared as described in Example 16, Part D by carrying out a Suzuki coupling between methyl 4-chloro-2-methylnicotinate (prepared as described in Example 14, Part A) and 2-(4-chloro-2,5-difluorophenyl)-4,4,5,5-tetramethyl-1,3,2-dioxaborolane (prepared as described in Example 16, Part A-Part C) to afford methyl 4-(4-chloro-2,5-difluorophenyl)-2-methylnicotinate (3 g, 4.13 mmol, 24% yield) as a brown oil. 1H NMR (400 MHz, CDCl3) δ ppm 8.60 (d, J=5.2 Hz, 1H), 7.36 (m, 1H), 7.20 (m, 2H), 3.74 (s, 3... The reactants are ClC1=CC=NC(=C1C(=O)OC)C (methyl 4-chloro-2-methylnicotinate), ClC1=CC(=C(C=C1F)B1OC(C(O1)(C)C)(C)C)F (2-(4-chloro-2,5-difluorophenyl)-4,4,5,5-tetramethyl-1,3,2-dioxaborolane). Starting materials: C1(=CC=CC=C1)CCCCCCI (6-phenyl-1-hexyl iodide), Cl.O1C(=NC2=C1C=CC=C2)C2=CC=C(COCCN)C=C2 (2-[4-(benzoxazol-2-yl)benzyloxy]ethylamine hydrochloride), Cl.CCO (HCl EtOH), [H-].[Na+] (NaH). The solvent is C1CCOC1 (THF). Reaction conditions: time 1 hour. Product: Cl.O1C(=NC2=C1C=CC=C2)C2=CC=C(COCCNCCCCCCC1=CC=CC=C1)C=C2 (N-[2-(4-(benzoxazol-2-yl)benzyloxy)ethyl]-6-phenyl-1-hexanamine hydrochloride). As a reaction SMILES: [C:1]1([CH2:7][CH2:8][CH2:9][CH2:10][CH2:11][CH2:12]I)[CH:6]=[CH:5][CH:4]=[CH:3][CH:2]=1.[ClH:14].[O:15]1[C:19]2[CH:20]=[CH:21][CH:22]=[CH:23][C:18]=2[N:17]=[C:16]1[C:24]1[CH:34]=[CH:33][C:27]([CH2:28][O:29][CH2:30][CH2:31][NH2:32])=[CH:26][CH:25]=1.[H-].[Na+].Cl.CCO>C1COCC1>[ClH:14].[O:15]1[C:19]2[CH:20]=[CH:21][CH:22]=[CH:23][C:18]=2[N:17]=[C:16]1[C:24]1[CH:34]=[CH:33][C:27]([CH2:28][O:29][CH2:30][CH2:31][NH:32][CH2:12][CH2:11][CH2:10][CH2:9][CH2:8][CH2:7][C:1]2[CH:6]=[CH:5][CH:4]=[CH:3][CH:2]=2)=[CH:26][CH:25]=1 |f:1.2,3.4,5.6,8.9|. Procedure: To a solution of 6-phenyl-1-hexyl iodide (0.63 g; 2.2 mmol) in THF (12 ml) is added 2-[4-(benzoxazol-2-yl)benzyloxy]ethylamine hydrochloride (0.6 g ; 2 mmol) followed by NaH (60% suspension; 0.11 g). The reaction mixture is stirred for 1 hour at room temperature and then heated for 1 1/2 hours at reflux. The mixture is next cooled, acidified with HCl/EtOH, concentrated and purified by column chromatography using 10% MeOH/CH2Cl2 as eluant. The resultant product is treated with HCl/EtOH and recrys... Reactants: CCN=C=NCCCN(C)C, CCN(C(C)C)C(C)C, O=C(O)c1ccc(-c2cccc(Cl)c2)o1, Cl, Cc1ccc(N)cc1-c1ccc(C(=O)NCC2CC2)cc1, CN(C)C=O, On1nnc2ccccc21. Yields the product Cc1ccc(NC(=O)c2ccc(-c3cccc(Cl)c3)o2)cc1-c1ccc(C(=O)NCC2CC2)cc1. Reaction SMILES: [CH3:38][N:39]([CH3:40])[CH2:41][CH2:42][CH2:43][N:44]=[C:45]=[N:46][CH2:47][CH3:48].[CH:59]([N:60]([CH2:61][CH3:62])[CH:63]([CH3:64])[CH3:65])([CH3:66])[CH3:67].[Cl:22][c:23]1[cH:24][c:25](-[c:29]2[cH:30][cH:31][c:32]([C:34](=[O:35])[OH:36])[o:33]2)[cH:26][cH:27][cH:28]1.[ClH:37].[NH2:1][c:2]1[cH:3][cH:4][c:5]([CH3:21])[c:6](-[c:8]2[cH:9][cH:10][c:11]([C:14](=[O:15])[NH:16][CH2:17][CH:18]3[CH2:19][CH2:20]3)[cH:12][cH:13]2)[cH:7]1.[O:68]=[CH:69][N:70]([CH3:71])[CH3:72].[OH:49][n:50]1[c:51]2[c:52]([cH:53][cH:54][cH:55][cH:56]2)[n:57][n:58]1>>[NH:1]([c:2]1[cH:3][cH:4][c:5]([CH3:21])[c:6](-[c:8]2[cH:9][cH:10][c:11]([C:14](=[O:15])[NH:16][CH2:17][CH:18]3[CH2:19][CH2:20]3)[cH:12][cH:13]2)[cH:7]1)[C:34]([c:32]1[cH:31][cH:30][c:29](-[c:25]2[cH:24][c:23]([Cl:22])[cH:28][cH:27][cH:26]2)[o:33]1)=[O:35]. Reactants: CC(=O)O (AcOH), C(/C1=CC=CC=C1)=C\1/COC2=CC=C(C=C2C1=O)F ((3E)-3-benzylidene-6-fluoro-2,3-dihydro-4H-chromen-4-one), O.NN (hydrazine monohydrate). The solvent is CCOC(=O)C (EtOAc), C(=O)(O)[O-].[Na+] (NaHCO3). Reaction conditions: temperature 175 celsius. The product is C(C)(=O)N1N=C2C(C1C1=CC=CC=C1)COC=1C=CC(=CC12)F (2-acetyl-8-fluoro-3-phenyl-2,3,3a,4-tetrahydrochromeno[4,3-c]pyrazole). RXN SMILES: [CH3:1][C:2]([OH:4])=O.[CH:5](=[C:12]1/[CH2:13][O:14][C:15]2[C:20]([C:21]/1=O)=[CH:19][C:18]([F:23])=[CH:17][CH:16]=2)/[C:6]1[CH:11]=[CH:10][CH:9]=[CH:8][CH:7]=1.O.[NH2:25][NH2:26]>CCOC(C)=O.C([O-])(O)=O.[Na+]>[C:2]([N:25]1[CH:5]([C:6]2[CH:11]=[CH:10][CH:9]=[CH:8][CH:7]=2)[CH:12]2[CH2:13][O:14][C:15]3[CH:16]=[CH:17][C:18]([F:23])=[CH:19][C:20]=3[C:21]2=[N:26]1)(=[O:4])[CH3:1] |f:2.3,5.6|. Procedure: A 5 mL microwave tube was charged with 4 mL AcOH, 1-1 (0.50 g, 2 mmol), and hydrazine monohydrate (0.2 mL, 3.93 mmol). The tube was sealed and heated in a Personal Chemistry microwave apparatus for 15 min at 175° C. LC/MS analysis indicated two new products with the same molecular weight. The reaction was diluted with EtOAc and neutralized with 200 mL saturated aqueous NaHCO3. The organic layer was dried over MgSO4, filtered and concentrated. The remaining oil was absorbed onto silica gel and th... Starting materials: Clc1cncc(Br)c1, CC(=O)O[Pd]OC(C)=O, C1CCOC1, CC(C)(C)[O-], CCOC(C)=O, CCOCC, CC(=O)c1ccc(Cl)cc1, Cl, [Na+]. Product: O=C(Cc1cncc(Cl)c1)c1ccc(Cl)cc1. RXN SMILES: [Br:11][c:12]1[cH:13][n:14][cH:15][c:16]([Cl:18])[cH:17]1.[C:37]([O:38][Pd:39][O:40][C:41](=[O:42])[CH3:43])(=[O:44])[CH3:45].[CH2:31]1[O:32][CH2:33][CH2:34][CH2:35]1.[CH3:19][C:20]([O-:21])([CH3:22])[CH3:23].[CH3:25][CH2:26][O:27][C:28]([CH3:29])=[O:30].[CH3:46][CH2:47][O:48][CH2:49][CH3:50].[Cl:1][c:2]1[cH:3][cH:4][c:5]([C:8]([CH3:9])=[O:10])[cH:6][cH:7]1.[ClH:36].[Na+:24]>>[Cl:1][c:2]1[cH:3][cH:4][c:5]([C:8]([CH2:9][c:12]2[cH:13][n:14][cH:15][c:16]([Cl:18])[cH:17]2)=[O:10])[cH:6][cH:7]1. Starting materials: O (water), IV, Mo(CO)3(EtCN)3, sodium dimethylmalonate enolate, C(CC(=O)OC)(=O)OC (dimethyl malonate), [H-].[Na+] (sodium hydride), C(OC)(OC(C=C)C=1SC=CC1)=O (methyl 1-(2-thienyl)-2-propenyl carbonate). Solvent: C(Cl)(Cl)Cl (CHCl3), C1CCOC1 (THF), O1CCCC1 (tetrahydrofuran), C1CCOC1 (THF). Reaction conditions: temperature 60 celsius. The product is S1C(=CC=C1)C(C=C)C(C(=O)OC)C(=O)OC (dimethyl 2-(1-thiophene-2-yl-allyl)-malonate). Reaction SMILES: [C:1]([O:8][CH3:9])(=[O:7])[CH2:2][C:3]([O:5][CH3:6])=[O:4].[H-].[Na+].C(=O)(O[CH:16]([C:19]1[S:20][CH:21]=[CH:22][CH:23]=1)[CH:17]=[CH2:18])OC.O>C1COCC1.C(Cl)(Cl)Cl>[S:20]1[CH:21]=[CH:22][CH:23]=[C:19]1[CH:16]([CH:2]([C:1]([O:8][CH3:9])=[O:7])[C:3]([O:5][CH3:6])=[O:4])[CH:17]=[CH2:18] |f:1.2|. Procedure: Cycloheptyl ligand IV (10.2 mg, 0.030 mmol) and Mo(CO)3(EtCN)3 (6.9 mg, 0.020 mmol) were dissolved in 1.0 ml of THF at rt. The reaction mixture was heated at 60° C. for 1 h. After cooling to rt., 1.0 ml of THF solution of sodium dimethylmalonate enolate, prepared from dimethyl malonate (58.0 mg, 0.44 mmol) and sodium hydride (10.2 mg, 0.40 mmol) in tetrahydrofuran, and methyl 1-(2-thienyl)-2-propenyl carbonate were added successively. The reaction mixture was heated at 65° C. for 4.5 h. The reac... Starting materials: C1CCOC1, OC1CC(COCc2ccccc2)C1, [H-], CI, [Na+]. Yields the product COC1CC(COCc2ccccc2)C1. Reaction SMILES: [CH2:19]1[O:20][CH2:21][CH2:22][CH2:23]1.[CH2:1]([c:2]1[cH:3][cH:4][cH:5][cH:6][cH:7]1)[O:8][CH2:9][CH:10]1[CH2:11][CH:12]([OH:14])[CH2:13]1.[H-:15].[I:17][CH3:18].[Na+:16]>>[CH2:1]([c:2]1[cH:3][cH:4][cH:5][cH:6][cH:7]1)[O:8][CH2:9][CH:10]1[CH2:11][CH:12]([O:14][CH3:18])[CH2:13]1.